From a dataset of the Open Reaction Database (ORD), a public repository of structured organic reaction records. describe an organic reaction: reactants, conditions, products, and yield Reactants: FC(C1=CC=C(C=C1)C1=CC=CC(=N1)C(CCCC)O)(F)F (1-{6-[4-(trifluoromethyl)phenyl]-2-pyridinyl}-1-pentanol), OC1=CC=C(C=C1)CCCC(=O)OCC[Si](C)(C)C (2-(trimethylsilyl)ethyl 4-(4-hydroxyphenyl)butanoate), ice water, C1CCN(CC1)C(=O)N=NC(=O)N2CCCCC2 (ADDP), P(CCCC)(CCCC)CCCC (nBu3P). Solvent: C1CCOC1 (THF). Product: FC(C1=CC=C(C=C1)C1=CC=CC(=N1)C(CCCC)OC1=CC=C(C=C1)CCCC(=O)OCC[Si](C)(C)C)(F)F (2-(Trimethylsilyl)ethyl 4-{4-[(1-{6-[4-(trifluoromethyl)phenyl]-2-pyridinyl}pentyl)oxy]phenyl}butanoate). Yield: 36.7%. Reaction SMILES: [F:1][C:2]([F:22])([F:21])[C:3]1[CH:8]=[CH:7][C:6]([C:9]2[N:14]=[C:13]([CH:15]([OH:20])[CH2:16][CH2:17][CH2:18][CH3:19])[CH:12]=[CH:11][CH:10]=2)=[CH:5][CH:4]=1.O[C:24]1[CH:29]=[CH:28][C:27]([CH2:30][CH2:31][CH2:32][C:33]([O:35][CH2:36][CH2:37][Si:38]([CH3:41])([CH3:40])[CH3:39])=[O:34])=[CH:26][CH:25]=1.C1CCN(C(N=NC(N2CCCCC2)=O)=O)CC1.P(CCCC)(CCCC)CCCC>C1COCC1>[F:22][C:2]([F:21])([F:1])[C:3]1[CH:4]=[CH:5][C:6]([C:9]2[N:14]=[C:13]([CH:15]([O:20][C:24]3[CH:25]=[CH:26][C:27]([CH2:30][CH2:31][CH2:32][C:33]([O:35][CH2:36][CH2:37][Si:38]([CH3:41])([CH3:40])[CH3:39])=[O:34])=[CH:28][CH:29]=3)[CH2:16][CH2:17][CH2:18][CH3:19])[CH:12]=[CH:11][CH:10]=2)=[CH:7][CH:8]=1. Reported procedure: To a stirred solution of 1-{6-[4-(trifluoromethyl)phenyl]-2-pyridinyl}-1-pentanol (62 mg, 0.20 mmol) and 2-(trimethylsilyl)ethyl 4-(4-hydroxyphenyl)butanoate (55 mg, 0.20 mmol) in dry THF (4 mL) at 0° C. (ice/water bath), under nitrogen, was added ADDP (102 mg, 0.40 mmol) followed by nBu3P (100 μL, 0.40 mmol), and the mixture stirred with slow warming to rt over 64.5 hours. The mixture was then concentrated under vacuum and the solid residue partitioned between DCM (5 mL) and water (5 mL) using ... Product: NC=1SC=CC1C(=O)C1=CC=C(C=C1)F ((2-amino-thiophen-3-yl)-(4-fluoro-phenyl)-methanone). Isolated yield 86.2%. As a reaction SMILES: [F:1][C:2]1[CH:7]=[CH:6][C:5]([C:8](=[O:12])[CH2:9][C:10]#[N:11])=[CH:4][CH:3]=1.[S:13]1CC(O)S[CH2:15][CH:14]1O.C(NCC)C>C(O)C>[NH2:11][C:10]1[S:13][CH:14]=[CH:15][C:9]=1[C:8]([C:5]1[CH:4]=[CH:3][C:2]([F:1])=[CH:7][CH:6]=1)=[O:12]. Reactants: FC1=CC=C(C=C1)C(CC#N)=O (3-(4-fluoro-phenyl)-3-oxo-propionitrile), S1C(CSC(C1)O)O ([1,4]dithiane-2,5-diol), C(C)NCC (diethyl-amine). Conditions: temperature 50 celsius. Reported procedure: Following a procedure described in J. Med. Chem. 2002, 45, 382-389; 0.44 g (2.7 mmol) 3-(4-fluoro-phenyl)-3-oxo-propionitrile (the preparation of which is described in example 17), 0.33 g (2.15 mmol) [1,4]dithiane-2,5-diol, 0.16 ml (2.15 mmol) diethyl-amine and 5 ml ethanol were charged in a sealed tube. The reaction mixture was heated at 50° C. for 6 h. The tube was then placed in a fridge (about 4° C.) for the night, and the product was collected by filtration and dried under vacuum to afford ... Run in C(C)O (ethanol).